From a dataset of the Open Reaction Database (ORD), a public repository of structured organic reaction records. describe an organic reaction: reactants, conditions, products, and yield The reactants are O=[N+]([O-])c1cnc(Br)cn1, CO, NCCO. Product: O=[N+]([O-])c1cnc(NCCO)cn1. As a reaction SMILES: [Br:1][c:2]1[n:3][cH:4][c:5]([N+:8](=[O:9])[O-:10])[n:6][cH:7]1.[CH3:15][OH:16].[NH2:11][CH2:12][CH2:13][OH:14]>>[c:2]1([NH:11][CH2:12][CH2:13][OH:14])[n:3][cH:4][c:5]([N+:8](=[O:9])[O-:10])[n:6][cH:7]1.